Dataset: the Open Reaction Database (ORD), a public repository of structured organic reaction records. Task: describe an organic reaction: reactants, conditions, products, and yield The reactants are TsOR.H2O, COC(=O)C1=CC2=C(N=CN2)C(=C1NC1=C(C=CC=C1)Cl)F (6-(2-Chloro-phenylamino)-7-fluoro-3H-benzoimidazole-5-carboxylic acid methyl ester), C1CC(=O)N(C1=O)Br (NBS). Run in C1CCOC1.CO (THF MeOH). Reaction conditions: temperature -78 celsius, time 10 minute. Product: COC(=O)C1=CC2=C(N=CN2)C(=C1NC1=C(C=C(C=C1)Br)Cl)F (6-(4-Bromo-2-chloro-phenylamino)-7-fluoro-3H-benzoimidazole-5-carboxylic acid methyl ester). Isolated yield 84.6%. As a reaction SMILES: [CH3:1][O:2][C:3]([C:5]1[C:13]([NH:14][C:15]2[CH:20]=[CH:19][CH:18]=[CH:17][C:16]=2[Cl:21])=[C:12]([F:22])[C:8]2[N:9]=[CH:10][NH:11][C:7]=2[CH:6]=1)=[O:4].C1C(=O)N([Br:30])C(=O)C1>C1COCC1.CO>[CH3:1][O:2][C:3]([C:5]1[C:13]([NH:14][C:15]2[CH:20]=[CH:19][C:18]([Br:30])=[CH:17][C:16]=2[Cl:21])=[C:12]([F:22])[C:8]2[N:9]=[CH:10][NH:11][C:7]=2[CH:6]=1)=[O:4] |f:2.3|. Procedure details: 6-(2-Chloro-phenylamino)-7-fluoro-3H-benzoimidazole-5-carboxylic acid methyl ester 7b (55 mg, 0.172 mmol) is dissolved in 1:1 THF/MeOH (2 mL) and cooled to −78° C. under an atmosphere of nitrogen. TsOR.H2O (49 mg, 0.258 mmol) is added followed by NBS (31 mg, 0.174 mmol). After 10 minutes, the reaction mixture is warmed to 0° C. and then 2 hours later warmed to room temperature. After 16 hours, the reaction mixture is quenched by the addition of 10% Na2S2O3 and diluted with ethyl acetate and wate...